From a dataset of the Open Reaction Database (ORD), a public repository of structured organic reaction records. describe an organic reaction: reactants, conditions, products, and yield The reactants are C(CBr)Br (ethylene dibromide), three, N[C@@H](CC(=O)O)C(=O)O (L-aspartic acid), N[C@@H](CS(=O)(O)=O)C(=O)O (L-cysteic acid), [OH-].[Na+] (sodium hydroxide), C([O-])([O-])=O.[Na+].[Na+] (sodium carbonate). Run in C(C)O (ethanol), O (water). Run at temperature 70 celsius. Product: N[C@@H](CS(=O)(O)=O)C(=O)O.N[C@H]1CC(=O)OCCOC1=O (Ethylene Aspartate Cysteate). RXN SMILES: [NH2:1][C@H:2]([C:7]([OH:9])=[O:8])[CH2:3][C:4]([OH:6])=[O:5].[NH2:10][C@H:11]([C:17]([OH:19])=[O:18])[CH2:12][S:13](=[O:16])([OH:15])=[O:14].[OH-].[Na+].C(=O)([O-])[O-].[Na+].[Na+].[CH2:28](Br)[CH2:29]Br>C(O)C.O>[NH2:10][C@H:11]([C:17]([OH:19])=[O:18])[CH2:12][S:13](=[O:15])([OH:16])=[O:14].[NH2:1][C@@H:2]1[C:7](=[O:9])[O:8][CH2:29][CH2:28][O:6][C:4](=[O:5])[CH2:3]1 |f:2.3,4.5.6,10.11|. Procedure: A 500 ml three necked round bottom flask equipped with a mechanical stirrer, thermometer and reflux condenser was charged with 3.54 g (0.0266 mol) L-aspartic acid, 14.94 g (0.0798 mol) L-cysteic acid and 133 ml water. Add 8.51 g (0.2128 mol) sodium hydroxide and 5.64 g (0.0532 mol) sodium carbonate with moderate stirring. The reaction mixture exotherms to about 40° C. After all has dissolved, add 80 ml ethanol and 12.5 g (0.0665 mol) ethylene dibromide. Heat the reaction mixture to reflux (~84° ... The reactants are O.O.O.O.O.O.O.O.O.O.O.O.O.O.O.O.S(=O)(=O)([O-])[O-].[Al+3].S(=O)(=O)([O-])[O-].S(=O)(=O)([O-])[O-].[Al+3] (aluminum sulfate hexadecahydrate), OC=1C=CC=C2C=CC=NC12 (8-hydroxyquinoline), solution, [OH-].[Na+] (sodium hydroxide). Run in O (water). The product is C1=CC2=C(C(=C1)[O-])N=CC=C2.C1=CC2=C(C(=C1)[O-])N=CC=C2.C1=CC2=C(C(=C1)[O-])N=CC=C2.[Al+3] (Alq3). Isolated yield 197.6%. Reaction SMILES: O.O.O.O.O.O.O.O.O.O.O.O.O.O.O.O.S([O-])([O-])(=O)=O.[Al+3:22].S([O-])([O-])(=O)=O.S([O-])([O-])(=O)=O.[Al+3].[OH:34][C:35]1[CH:36]=[CH:37][CH:38]=[C:39]2[C:44]=1[N:43]=[CH:42][CH:41]=[CH:40]2.[OH-].[Na+]>O>[CH:37]1[CH:36]=[C:35]([O-:34])[C:44]2[N:43]=[CH:42][CH:41]=[CH:40][C:39]=2[CH:38]=1.[CH:37]1[CH:36]=[C:35]([O-:34])[C:44]2[N:43]=[CH:42][CH:41]=[CH:40][C:39]=2[CH:38]=1.[CH:37]1[CH:36]=[C:35]([O-:34])[C:44]2[N:43]=[CH:42][CH:41]=[CH:40][C:39]=2[CH:38]=1.[Al+3:22] |f:0.1.2.3.4.5.6.7.8.9.10.11.12.13.14.15.16.17.18.19.20,22.23,25.26.27.28|. Procedure: To 93 g of water were added 25 g of aluminum sulfate hexadecahydrate and 35 g of 99% pure 8-hydroxyquinoline and the mixture was neutralized by dropwise addition of 29 g of a 33% solution of sodium hydroxide with stirring and allowed to react. The solid formed was collected by filtration, washed with water and dried to give 36 g of Alq3. Starting materials: Br, Br, Cc1cc2ccccc2cn1, ClCCl, [Na+], [OH-]. The product is Cc1ncc2ccccc2c1Br. As a reaction SMILES: [Br:12].[BrH:13].[CH3:1][c:2]1[n:3][cH:4][c:5]2[cH:6][cH:7][cH:8][cH:9][c:10]2[cH:11]1.[Cl:14][CH2:15][Cl:16].[Na+:18].[OH-:17]>>[CH3:1][c:2]1[n:3][cH:4][c:5]2[cH:6][cH:7][cH:8][cH:9][c:10]2[c:11]1[Br:13]. Reaction SMILES: Cl[C:2]1[C:7]2=[C:8]([CH3:11])[CH:9]=[CH:10][N:6]2[N:5]=[CH:4][N:3]=1.Cl.[F:13][C:14]1[CH:15]=[C:16]([CH:26]=[CH:27][CH:28]=1)[CH2:17][O:18][C:19]1[CH:24]=[CH:23][C:22]([NH2:25])=[CH:21][CH:20]=1.C([O-])(O)=O.[Na+]>C(#N)C>[F:13][C:14]1[CH:15]=[C:16]([CH:26]=[CH:27][CH:28]=1)[CH2:17][O:18][C:19]1[CH:24]=[CH:23][C:22]([NH:25][C:2]2[C:7]3=[C:8]([CH3:11])[CH:9]=[CH:10][N:6]3[N:5]=[CH:4][N:3]=2)=[CH:21][CH:20]=1 |f:1.2,3.4|. Yield: 35.8%. Reactants: ClC1=NC=NN2C1=C(C=C2)C (4-chloro-5-methyl-pyrrolo[2,1-f][1,2,4]triazine), Cl.FC=1C=C(COC2=CC=C(C=C2)N)C=CC1 (4-(3-fluoro-benzyloxy)-phenylamine hydrochloride), C(=O)(O)[O-].[Na+] (NaHCO3). The product is FC=1C=C(COC2=CC=C(C=C2)NC2=NC=NN3C2=C(C=C3)C)C=CC1 ([4-(3-Fluoro-benzyloxy)-phenyl]-(5-methyl-pyrrolo[2,1-f][1,2,4]triazin-4-yl)-amine). Solvent: C(C)#N (acetonitrile). Procedure details: A solution of 4-chloro-5-methyl-pyrrolo[2,1-f][1,2,4]triazine (47 mg, 0.281 mmol) (Ref. WO 03/042172 A2) and 4-(3-fluoro-benzyloxy)-phenylamine hydrochloride (70 mg, 0.299 mmol) and NaHCO3 (600 mg, 7.14 mmol) in dry acetonitrile (2 ml) was heated at 80° C. for 8 hr. Filtration followed by removal of the solvent from the filtrate and purification by preparative HPLC afforded the title product (35 mg, 37%) as an oil. Analytical HPLC retention time=1.41 min. (YMC Xterra S7 C18, 3.0×50 mm column, 10... Yields the product C1(=CC=CC=C1)S(=O)(=O)C=1C=C(C=CC1Cl)C1C=2C(CC(CC2NC=2CC(CC(C12)=O)(C)C)(C)C)=O (9-[3-benzenesulphonyl-4-chlorophenyl]-3,4,6,7,9,10-hexahydro-3,3,6,6-tetramethyl-1,8(2H,5H)-acridinedione). RXN SMILES: [NH2:1][C:2]1[CH2:7][C:6]([CH3:9])([CH3:8])[CH2:5][C:4](=[O:10])[CH:3]=1.CO[CH:13](OC)[C:14]1[CH:19]=[CH:18][C:17]([Cl:20])=[C:16]([S:21]([C:24]2[CH:29]=[CH:28][CH:27]=[CH:26][CH:25]=2)(=[O:23])=[O:22])[CH:15]=1>>[C:24]1([S:21]([C:16]2[CH:15]=[C:14]([CH:13]3[C:3]4[C:4](=[O:10])[CH2:5][C:6]([CH3:9])([CH3:8])[CH2:7][C:2]=4[NH:1][C:2]4[CH2:7][C:6]([CH3:9])([CH3:8])[CH2:5][C:4](=[O:10])[C:3]3=4)[CH:19]=[CH:18][C:17]=2[Cl:20])(=[O:22])=[O:23])[CH:25]=[CH:26][CH:27]=[CH:28][CH:29]=1. Reported procedure: Reaction of 3-amino-5,5-dimethyl-2-cyclohexen-1-one with 4-chloro-3-phenylsulphonylbenzaldehyde dimethyl acetal in an analogous manner to that described in Example 1 gave 9-[3-benzenesulphonyl-4-chlorophenyl]-3,4,6,7,9,10-hexahydro-3,3,6,6-tetramethyl-1,8(2H,5H)-acridinedione. Crystallization from dimethylformamide/water gave a yellow crystalline solid of melting point 252-254° C. (decomposition). Starting materials: NC1=CC(CC(C1)(C)C)=O (3-amino-5,5-dimethyl-2-cyclohexen-1-one), COC(C1=CC(=C(C=C1)Cl)S(=O)(=O)C1=CC=CC=C1)OC (4-chloro-3-phenylsulphonylbenzaldehyde dimethyl acetal).